This data is from the Open Reaction Database (ORD), a public repository of structured organic reaction records. The task is: describe an organic reaction: reactants, conditions, products, and yield Reactants: COC(=O)c1sccc1N, CCOC(=O)Cl, [K+], [K+], O=C([O-])[O-], c1ccccc1. Product: CCOC(=O)Nc1ccsc1C(=O)OC. RXN SMILES: [CH3:1][O:2][C:3](=[O:4])[c:5]1[s:6][cH:7][cH:8][c:9]1[NH2:10].[Cl:17][C:18](=[O:19])[O:20][CH2:21][CH3:22].[K+:11].[K+:12].[O-:13][C:14]([O-:15])=[O:16].[cH:23]1[cH:24][cH:25][cH:26][cH:27][cH:28]1>>[CH3:1][O:2][C:3](=[O:4])[c:5]1[s:6][cH:7][cH:8][c:9]1[NH:10][C:18](=[O:19])[O:20][CH2:21][CH3:22]. Reactants: BrC=1C(=C(C(=O)O)C(=CC1)C)C (3-Bromo-2,6-dimethylbenzoic acid), CI (methyl iodide), CC1=C(C(=O)O)C(=CC=C1)C (2,6-dimethylbenzoic acid), BrBr (bromine). Run in C(C)(=O)O (acetic acid). Yields the product BrC=1C(=C(C(=O)O)C(=CC1)C)C (3-Bromo-2,6-dimethylbenzoic acid), BrC=1C(=C(C(=O)OC)C(=CC1)C)C (methyl 3-bromo-2,6-dimethylbenzoate). Reaction SMILES: [CH3:1]C1C=CC=C(C)C=1C(O)=O.BrBr.[Br:14][C:15]1[C:16]([CH3:25])=[C:17]([C:21]([CH3:24])=[CH:22][CH:23]=1)[C:18]([OH:20])=[O:19].CI>C(O)(=O)C>[Br:14][C:15]1[C:16]([CH3:25])=[C:17]([C:21]([CH3:24])=[CH:22][CH:23]=1)[C:18]([OH:20])=[O:19].[Br:14][C:15]1[C:16]([CH3:25])=[C:17]([C:21]([CH3:24])=[CH:22][CH:23]=1)[C:18]([O:20][CH3:1])=[O:19]. Procedure details: 3-Bromo-2,6-dimethylbenzoic acid was prepared from 2,6-dimethylbenzoic acid by treatment with bromine in acetic acid; see Org. Synth. Coll., Vol. 3, 138 (1944). 3-Bromo-2,6-dimethylbenzoic acid was esterified with methyl iodide as described in Tet. Letters, 689 (1973) to give methyl 3-bromo-2,6-dimethylbenzoate. Reactants: COC(\C=C\C=1C(=NC(=NC1C1=C(C=CC=C1)Cl)SC)NC1=C(C=CC=C1)Cl)=O ((E)-3-[4-(2-chloro-phenylamino)-6-(2-chloro-phenyl)-2-methylsulfanyl-pyrimidin-5-yl]-acrylic acid methyl ester), C[O-].[Na+] (sodium methoxide). Product: ClC1=C(C=CC=C1)C=1C2=C(N=C(N1)OC)N(C(C=C2)=O)C2=C(C=CC=C2)Cl (4,8-bis-(2-chloro-phenyl)-2-methoxy-8H-pyrido[2,3-d]pyrimidin-7-one). As a reaction SMILES: CO[C:3](=[O:29])/[CH:4]=[CH:5]/[C:6]1[C:7]([NH:21][C:22]2[CH:27]=[CH:26][CH:25]=[CH:24][C:23]=2[Cl:28])=[N:8][C:9](SC)=[N:10][C:11]=1[C:12]1[CH:17]=[CH:16][CH:15]=[CH:14][C:13]=1[Cl:18].[CH3:30][O-:31].[Na+]>>[Cl:18][C:13]1[CH:14]=[CH:15][CH:16]=[CH:17][C:12]=1[C:11]1[C:6]2[CH:5]=[CH:4][C:3](=[O:29])[N:21]([C:22]3[CH:27]=[CH:26][CH:25]=[CH:24][C:23]=3[Cl:28])[C:7]=2[N:8]=[C:9]([O:31][CH3:30])[N:10]=1 |f:1.2|. Procedure details: Prepared as described above in Example 98 starting from (E)-3-[4-(2-chloro-phenylamino)-6-(2-chloro-phenyl)-2-methylsulfanyl-pyrimidin-5-yl]-acrylic acid methyl ester and sodium methoxide to afford the title compound 4,8-bis-(2-chloro-phenyl)-2-methoxy-8H-pyrido[2,3-d]pyrimidin-7-one. 1H-NMR (CDCl3) δ 3.71 (s, 3H), 6.55 (d, 1H, J=9.6 Hz), 7.24-7.60 (m, 9H). LC MS (m/e)=398 (MH+). Rt=2.27 min Starting materials: BrC1=CN=C2C=CC(=NC2=C1)N1CCOCC1 (7-bromo-2-morpholino-1,5-naphthyridine), NC=1OC2=C(N1)C=C(C=C2)B(O)O (2-aminobenzo[d]oxazol-5-ylboronic acid), C(=O)([O-])[O-].[Na+].[Na+] (Na2CO3). Reagents/catalysts: C=1C=CC(=CC1)[P](C=2C=CC=CC2)(C=3C=CC=CC3)[Pd]([P](C=4C=CC=CC4)(C=5C=CC=CC5)C=6C=CC=CC6)([P](C=7C=CC=CC7)(C=8C=CC=CC8)C=9C=CC=CC9)[P](C=1C=CC=CC1)(C=1C=CC=CC1)C=1C=CC=CC1 (Pd(PPh3)4). Run in O1CCOCC1 (1,4-dioxane), O (water). Yields the product O1CCN(CC1)C=1N=C2C=C(C=NC2=CC1)C=1C=CC2=C(N=C(O2)N)C1 (5-(6-morpholino-1,5-naphthyridin-3-yl)benzo[d]oxazol-2-amine). Yield: 67.2%. Reaction SMILES: Br[C:2]1[CH:11]=[C:10]2[C:5]([CH:6]=[CH:7][C:8]([N:12]3[CH2:17][CH2:16][O:15][CH2:14][CH2:13]3)=[N:9]2)=[N:4][CH:3]=1.[NH2:18][C:19]1[O:20][C:21]2[CH:27]=[CH:26][C:25](B(O)O)=[CH:24][C:22]=2[N:23]=1.C([O-])([O-])=O.[Na+].[Na+]>O1CCOCC1.O.C1C=CC([P]([Pd]([P](C2C=CC=CC=2)(C2C=CC=CC=2)C2C=CC=CC=2)([P](C2C=CC=CC=2)(C2C=CC=CC=2)C2C=CC=CC=2)[P](C2C=CC=CC=2)(C2C=CC=CC=2)C2C=CC=CC=2)(C2C=CC=CC=2)C2C=CC=CC=2)=CC=1>[O:15]1[CH2:16][CH2:17][N:12]([C:8]2[N:9]=[C:10]3[C:5](=[CH:6][CH:7]=2)[N:4]=[CH:3][C:2]([C:25]2[CH:26]=[CH:27][C:21]4[O:20][C:19]([NH2:18])=[N:23][C:22]=4[CH:24]=2)=[CH:11]3)[CH2:13][CH2:14]1 |f:2.3.4,^1:47,49,68,87|. Procedure: A mixture of 7-bromo-2-morpholino-1,5-naphthyridine (F-32) (180 mg, 0.6 mmol, 1.0 eq), 2-aminobenzo[d]oxazol-5-ylboronic acid (131 mg, 0.73 mmol, 1.2 eq), Pd(PPh3)4 (71 mg, 0.06 mmol, 0.1 eq), and Na2CO3 (195 mg, 1.8 mmol, 3.0 eq) were dissolved in a mixture of 1,4-dioxane (10 mL) and water (10 mL). The resulting mixture was degassed and back-filled with argon three times and heated at reflux under an argon atmosphere for 2 h. The reaction was complete based on TLC analysis. The mixture was conc... The reactants are C(=O)C1=C(C=C(C#N)C=C1)OC (4-Formyl-3-methoxybenzonitrile), C(C)C=1N=C(SC1)CC(=O)C (1-(4-Ethyl-1,3-thiazol-2-yl)acetone), N1CCCCC1 (piperidine), C(C)(=O)O (acetic acid). Run in ClCCl (dichloromethane). The product is C(C)C=1N=C(SC1)C(=CC1=C(C=C(C#N)C=C1)OC)C(C)=O (4-[2-(4-ethyl-1,3-thiazol-2-yl)-3-oxobut-1-en-1-yl]-3-methoxybenzonitrile). Isolated yield 61.6%. RXN SMILES: [CH:1]([C:3]1[CH:10]=[CH:9][C:6]([C:7]#[N:8])=[CH:5][C:4]=1[O:11][CH3:12])=O.[CH2:13]([C:15]1[N:16]=[C:17]([CH2:20][C:21]([CH3:23])=[O:22])[S:18][CH:19]=1)[CH3:14].N1CCCCC1.C(O)(=O)C>ClCCl>[CH2:13]([C:15]1[N:16]=[C:17]([C:20]([C:21](=[O:22])[CH3:23])=[CH:1][C:3]2[CH:10]=[CH:9][C:6]([C:7]#[N:8])=[CH:5][C:4]=2[O:11][CH3:12])[S:18][CH:19]=1)[CH3:14]. Reported procedure: 770 mg (4.78 mmol) of the compound from example 3A and 890 mg (5.26 mmol) of the compound from example 17A are dissolved in 15 ml of dichloromethane, and 0.473 ml (4.78 mmol) of piperidine and 0.247 ml (4.78 mmol) of acetic acid are added. The reaction mixture is heated under reflux with an inverse water trap overnight. The volatile components are removed in a rotary evaporator, and the crude product is purified by MPLC (Biotage 12M cartridge, eluent: isohexane/ethyl acetate 80:20→70:30). 920 mg...